This data is from the Open Reaction Database (ORD), a public repository of structured organic reaction records. The task is: describe an organic reaction: reactants, conditions, products, and yield Reactants: O1COC2=C1C=CC(=C2)NC2=C1N=CN(C1=NC(=N2)Cl)CC (benzo[1,3]dioxol-5-yl-(2-chloro-9-ethyl-9H-purin-6-yl)-amine), CC1=NNC(=C1)C (3,5-dimethylpyrazole). Yields the product O1COC2=C1C=CC(=C2)NC2=C1N=CN(C1=NC(=N2)N2N=C(C=C2C)C)CC (Benzo[1,3]dioxol-5-yl-[2-(3,5-dimethyl-pyrazol-1-yl)-9-ethyl-9H-purin-6-yl]-amine). As a reaction SMILES: [O:1]1[C:5]2[CH:6]=[CH:7][C:8]([NH:10][C:11]3[N:19]=[C:18](Cl)[N:17]=[C:16]4[C:12]=3[N:13]=[CH:14][N:15]4[CH2:21][CH3:22])=[CH:9][C:4]=2[O:3][CH2:2]1.[CH3:23][C:24]1[CH:28]=[C:27]([CH3:29])[NH:26][N:25]=1>>[O:1]1[C:5]2[CH:6]=[CH:7][C:8]([NH:10][C:11]3[N:19]=[C:18]([N:25]4[C:24]([CH3:23])=[CH:28][C:27]([CH3:29])=[N:26]4)[N:17]=[C:16]4[C:12]=3[N:13]=[CH:14][N:15]4[CH2:21][CH3:22])=[CH:9][C:4]=2[O:3][CH2:2]1. Reported procedure: Was prepared according to Example 6 from benzo[1,3]dioxol-5-yl-(2-chloro-9-ethyl-9H-purin-6-yl)-amine and 3,5-dimethylpyrazole. Reactants: C(C)OC(CN1C(N(C(C1(C)C1=CC(=CC(=C1)F)F)=O)C1=NC=CC=C1)=O)=O (ethyl[5-(3,5-difluorophenyl)-5-methyl-2,4-dioxo-3-pyridin-2-ylimidazolidin-1-yl]acetate), [OH-].[Na+] (NaOH). Solvent: CS(=O)C (DMSO), C1CCOC1 (THF). Run at time 16 hour. The product is FC=1C=C(C=C(C1)F)C1(C(N(C(N1CC(=O)O)=O)C1=NC=CC=C1)=O)C ([5-(3,5-Difluorophenyl)-5-methyl-2,4-dioxo-3-pyridin-2-ylimidazolidin-1-yl]acetic acid). As a reaction SMILES: C([O:3][C:4](=[O:28])[CH2:5][N:6]1[C:10]([C:12]2[CH:17]=[C:16]([F:18])[CH:15]=[C:14]([F:19])[CH:13]=2)([CH3:11])[C:9](=[O:20])[N:8]([C:21]2[CH:26]=[CH:25][CH:24]=[CH:23][N:22]=2)[C:7]1=[O:27])C.[OH-].[Na+]>C1COCC1.CS(C)=O>[F:18][C:16]1[CH:17]=[C:12]([C:10]2([CH3:11])[N:6]([CH2:5][C:4]([OH:28])=[O:3])[C:7](=[O:27])[N:8]([C:21]3[CH:26]=[CH:25][CH:24]=[CH:23][N:22]=3)[C:9]2=[O:20])[CH:13]=[C:14]([F:19])[CH:15]=1 |f:1.2|. Procedure: To a stirred solution of ethyl[5-(3,5-difluorophenyl)-5-methyl-2,4-dioxo-3-pyridin-2-ylimidazolidin-1-yl]acetate, isomer A from Step A (67.0 mg, 0.172 mmol) in THF (2 mL) was added a solution of 1 N NaOH (0.516 mL, 0.516 mmol) and stirring continued for 16 h. The reaction mixture was diluted with DMSO (1 mL) and purified directly by HPLC using a reversed phase C18 column and eluting with a gradient of H2O:CH3CN:CF3CO2H—90:10:0.1 to 5:95:0.1. Lyophilization provided the racemic title compound. MS... Starting materials: O=C([O-])[O-], CCOC(=O)C1(NC(=O)c2ccc3ccccc3c2O)CCC1, FC(F)(F)c1ccc(CCl)cn1, [Cs+], [Cs+], [I-], [Na+], CN(C)C=O. Product: CCOC(=O)C1(NC(=O)c2ccc3ccccc3c2OCc2ccc(C(F)(F)F)nc2)CCC1. RXN SMILES: [C:24](=[O:25])([O-:26])[O-:27].[CH2:1]([CH3:2])[O:3][C:4](=[O:5])[C:6]1([NH:10][C:11](=[O:12])[c:13]2[c:14]([OH:23])[c:15]3[cH:16][cH:17][cH:18][cH:19][c:20]3[cH:21][cH:22]2)[CH2:7][CH2:8][CH2:9]1.[Cl:32][CH2:33][c:34]1[cH:35][cH:36][c:37]([C:40]([F:41])([F:42])[F:43])[n:38][cH:39]1.[Cs+:28].[Cs+:29].[I-:31].[Na+:30].[O:44]=[CH:45][N:46]([CH3:47])[CH3:48]>>[CH2:1]([CH3:2])[O:3][C:4](=[O:5])[C:6]1([NH:10][C:11](=[O:12])[c:13]2[c:14]([O:23][CH2:33][c:34]3[cH:35][cH:36][c:37]([C:40]([F:41])([F:42])[F:43])[n:38][cH:39]3)[c:15]3[cH:16][cH:17][cH:18][cH:19][c:20]3[cH:21][cH:22]2)[CH2:7][CH2:8][CH2:9]1. Starting materials: COCC1=CC=C(C=C1)C1=CC=C(C=C1)COC (bismethoxymethylbiphenyl), Br(=O)(=O)[O-].[Na+] (sodium bromate). Yields the product C(=O)C1=CC=C(C=C1)C1=CC=C(C=C1)C=O (4,4′-bisformylbiphenyl). Reaction SMILES: C[O:2][CH2:3][C:4]1[CH:9]=[CH:8][C:7]([C:10]2[CH:15]=[CH:14][C:13]([CH2:16][O:17]C)=[CH:12][CH:11]=2)=[CH:6][CH:5]=1.Br([O-])(=O)=O.[Na+]>>[CH:16]([C:13]1[CH:12]=[CH:11][C:10]([C:7]2[CH:8]=[CH:9][C:4]([CH:3]=[O:2])=[CH:5][CH:6]=2)=[CH:15][CH:14]=1)=[O:17] |f:1.2|. Reported procedure: In the same manner as in Example 3, the operation was conducted, except that 0.53 g (2 mmols) of bismethoxymethylbiphenyl was used in place of m-methoxybenzyl alcohol and also 0.2 g (1.35 mmols) of sodium bromate was used. With respect to the components in the reaction solution, 4,4′-bisformylbiphenyl was produced in an area ratio, as determined by gas chromatography, of 93.3% and 6.7% of bismethoxymethylbiphenyl as a raw material was remained.